From a dataset of the Open Reaction Database (ORD), a public repository of structured organic reaction records. describe an organic reaction: reactants, conditions, products, and yield Reactants: S(=O)(Cl)Cl (Thionyl chloride), OCC1=C(C=CC=C1)C(C(=O)NC)=NOC (2-(2-hydroxymethylphenyl)-2-methoxyimino-N-methylacetamide). The reagents and catalysts are [Cl-].C(CCC)[N+](CCCC)(CCCC)CCCC (tetrabutylammonium chloride). Solvent: C1(=CC=CC=C1)C (toluene). Run at time 10 minute. Yields the product ClCC1=C(C=CC=C1)\C(\C(=O)NC)=N/OC ((E)-2-(2-chloromethylphenyl)-2-methoxyimino-N-methylacetamide). Isolated yield 80.0%. As a reaction SMILES: S(Cl)([Cl:3])=O.O[CH2:6][C:7]1[CH:12]=[CH:11][CH:10]=[CH:9][C:8]=1[C:13](=[N:18][O:19][CH3:20])[C:14]([NH:16][CH3:17])=[O:15]>[Cl-].C([N+](CCCC)(CCCC)CCCC)CCC.C1(C)C=CC=CC=1>[Cl:3][CH2:6][C:7]1[CH:12]=[CH:11][CH:10]=[CH:9][C:8]=1/[C:13](=[N:18]\[O:19][CH3:20])/[C:14]([NH:16][CH3:17])=[O:15] |f:2.3|. Procedure details: Thionyl chloride (3.0 ml) was added to a mixture of 2-(2-hydroxymethylphenyl)-2-methoxyimino-N-methylacetamide (3.0 g), tetrabutylammonium chloride (380 mg) and toluene (30 ml) at room temperature. The mixture was stirred for 10 minutes, and then stirred at 60° C. for 1.5 hours. After the mixture was cooled by allowing it to stand, the solvent was evaporated under reduced pressure. The residue was dissolved in diethyl ether, and washed successively with water and saturated brine. The ether layer... Starting materials: P(O)(O)(O)=O (phosphoric acid), OCCN1C(=NCC1)C(CCCCCCC=C)CCCCCCCC (N-(2-hydroxyethyl)-2-heptadecen-9-yl-imidazoline), P(O)(O)(O)=O (phosphoric acid). Run in CO (methanol). The product is P(=O)(O)(O)O.OCCN1C(=NCC1)C(CCCCCCC=C)CCCCCCCC (N-(2-hydroxyethyl)-2-heptadecen-9-yl-imidazoline orthophosphate). As a reaction SMILES: [OH:1][CH2:2][CH2:3][N:4]1[CH2:8][CH2:7][N:6]=[C:5]1[CH:9]([CH2:18][CH2:19][CH2:20][CH2:21][CH2:22][CH2:23][CH2:24][CH3:25])[CH2:10][CH2:11][CH2:12][CH2:13][CH2:14][CH2:15][CH:16]=[CH2:17].[P:26](=[O:30])([OH:29])([OH:28])[OH:27]>CO>[P:26]([OH:30])([OH:29])([OH:28])=[O:27].[OH:1][CH2:2][CH2:3][N:4]1[CH2:8][CH2:7][N:6]=[C:5]1[CH:9]([CH2:18][CH2:19][CH2:20][CH2:21][CH2:22][CH2:23][CH2:24][CH3:25])[CH2:10][CH2:11][CH2:12][CH2:13][CH2:14][CH2:15][CH:16]=[CH2:17] |f:3.4|. Reported procedure: 0.1 mole (34.8g) of N-(2-hydroxyethyl)-2-heptadecen-9-yl-imidazoline is dissolved in 200 ml of methanol and 0.1 of mole phosphoric acid (11.52g of 85% aqueous acid) is added dropwise while stirring. When all the phosphoric acid has been added the resulting solution is stirred for some time and the solvent evaporated in vacuo. The product is left as a honey-like mass. The yield is practically quantitative. Reactants: BrCCOC1CCCCO1, O=C([O-])[O-], CCOC(C)=O, CCOC(=O)c1cc[nH]n1, CN1CCCC1=O, [I-], [K+], [K+], [Li+], O. Yields the product CCOC(=O)c1ccnn1CCOC1CCCCO1. As a reaction SMILES: [Br:11][CH2:12][CH2:13][O:14][CH:15]1[O:16][CH2:17][CH2:18][CH2:19][CH2:20]1.[C:21](=[O:22])([O-:23])[O-:24].[C:37]([O:38][CH2:39][CH3:40])(=[O:41])[CH3:42].[CH2:1]([CH3:2])[O:3][C:4](=[O:5])[c:6]1[n:7][nH:8][cH:9][cH:10]1.[CH3:29][N:30]1[CH2:31][CH2:32][CH2:33][C:34]1=[O:35].[I-:27].[K+:25].[K+:26].[Li+:28].[OH2:36]>>[CH2:1]([CH3:2])[O:3][C:4](=[O:5])[c:6]1[n:7]([CH2:12][CH2:13][O:14][CH:15]2[O:16][CH2:17][CH2:18][CH2:19][CH2:20]2)[n:8][cH:9][cH:10]1.